From a dataset of the Open Reaction Database (ORD), a public repository of structured organic reaction records. describe an organic reaction: reactants, conditions, products, and yield The reactants are BrC1=CC=C(C=C1)[C@H](C)N1C(O[C@](CC1)(C1=CC=CC=C1)CC(C)(C)O)=O ((S)-3-((S)-1-(4-bromophenyl)ethyl)-6-(2-hydroxy-2-methylpropyl)-6-phenyl-1,3-oxazinan-2-one), BrC1=NC=CN=C1 (2-bromopyrazine). The product is OC(C[C@@]1(CCN(C(O1)=O)[C@@H](C)C1=CC=C(C=C1)C1=NC=CN=C1)C1=CC=CC=C1)(C)C ((S)-6-(2-hydroxy-2-methylpropyl)-6-phenyl-3-((S)-1-(4-(pyrazin-2-yl)phenyl)ethyl)-1,3-oxazinan-2-one). Reaction SMILES: Br[C:2]1[CH:7]=[CH:6][C:5]([C@@H:8]([N:10]2[CH2:15][CH2:14][C@:13]([CH2:22][C:23]([OH:26])([CH3:25])[CH3:24])([C:16]3[CH:21]=[CH:20][CH:19]=[CH:18][CH:17]=3)[O:12][C:11]2=[O:27])[CH3:9])=[CH:4][CH:3]=1.Br[C:29]1[CH:34]=[N:33][CH:32]=[CH:31][N:30]=1>>[OH:26][C:23]([CH3:25])([CH3:24])[CH2:22][C@@:13]1([C:16]2[CH:21]=[CH:20][CH:19]=[CH:18][CH:17]=2)[O:12][C:11](=[O:27])[N:10]([C@H:8]([C:5]2[CH:6]=[CH:7][C:2]([C:29]3[CH:34]=[N:33][CH:32]=[CH:31][N:30]=3)=[CH:3][CH:4]=2)[CH3:9])[CH2:15][CH2:14]1. Procedure: The title compound was prepared from (S)-3-((S)-1-(4-bromophenyl)ethyl)-6-(2-hydroxy-2-methylpropyl)-6-phenyl-1,3-oxazinan-2-one following procedures analogous to those described in Example 313 Steps 3 and 4 using 2-bromopyrazine. LC-MS Method 2 tR=1.249, m/z=374; 1H NMR (CDCl3) 1.12 (s, 3H), 1.28 (s, 3H), 1.58 (m, 3H), 2.19-2.20 (m, 4H), 2.39 (m, 1H), 2.89 (m, 1H), 5.74 (m, 1H), 7.09 (m, 2H), 7.28-7.40 (m, 5H), 7.78 (m, 2H), 8.48 (m, 1H), 8.59 (m, 1H), 8.94 (m, 1H).